From a dataset of the Open Reaction Database (ORD), a public repository of structured organic reaction records. describe an organic reaction: reactants, conditions, products, and yield Reactants: O=C([O-])O, COC(=O)c1ccc(Cc2cn(CC=C(C)C)c3ccc([N+](=O)[O-])cc23)c(OC)c1, CCO, [Cl-], [Na+]. Product: COC(=O)c1ccc(Cc2cn(CC=C(C)C)c3ccc(N)cc23)c(OC)c1. RXN SMILES: [C:32](=[O:33])([OH:34])[O-:35].[CH3:1][C:2](=[CH:3][CH2:4][n:5]1[cH:6][c:7]([CH2:17][c:18]2[c:19]([O:28][CH3:29])[cH:20][c:21]([C:22](=[O:23])[O:24][CH3:25])[cH:26][cH:27]2)[c:8]2[cH:9][c:10]([N+:14]([O-:15])=[O:16])[cH:11][cH:12][c:13]12)[CH3:30].[CH3:37][CH2:38][OH:39].[Cl-:31].[Na+:36]>>[CH3:1][C:2](=[CH:3][CH2:4][n:5]1[cH:6][c:7]([CH2:17][c:18]2[c:19]([O:28][CH3:29])[cH:20][c:21]([C:22](=[O:23])[O:24][CH3:25])[cH:26][cH:27]2)[c:8]2[cH:9][c:10]([NH2:14])[cH:11][cH:12][c:13]12)[CH3:30].